From a dataset of the Open Reaction Database (ORD), a public repository of structured organic reaction records. describe an organic reaction: reactants, conditions, products, and yield Starting materials: NO (Hydroxylamine), COC1=C(C#N)C=CC=C1 (2-methoxybenzonitrile). Solvent: CCO (EtOH). Conditions: time 16 hour. Product: ON=C(N)C1=C(C=CC=C1)OC (N′-Hydroxy-2-methoxybenzenecarboximidamide). The yield is 100.8%. As a reaction SMILES: [NH2:1][OH:2].[CH3:3][O:4][C:5]1[CH:12]=[CH:11][CH:10]=[CH:9][C:6]=1[C:7]#[N:8]>CCO>[OH:2][N:1]=[C:7]([C:6]1[CH:9]=[CH:10][CH:11]=[CH:12][C:5]=1[O:4][CH3:3])[NH2:8]. Procedure: Hydroxylamine (Fluka 55458; 50% in water; 11.28 mL; 187.76 mmol; 5 eq.) was added to a solution of 2-methoxybenzonitrile (Alrich 231231; 4.59 mL; 37.55 mmol; 1 eq.) in EtOH (50 mL) and the resulting mixture was stirred at room temperature for 16 hours then at 55° C. for 24 hours. The solvent was then evaporated and the resulting colourless oil was further dried under high vacuum to give a white solid. The latter was triturated in n-hexane, filtered and dried to afford the title compound (6.29 g,... Starting materials: O=C([O-])[O-], BrCc1nc(-c2ccc(OCc3ccccc3)cc2)ns1, NC(=O)c1c(F)ccc(O)c1F, [K+], [K+], CN(C)C=O. The product is NC(=O)c1c(F)ccc(OCc2nc(-c3ccc(OCc4ccccc4)cc3)ns2)c1F. As a reaction SMILES: [C:34](=[O:35])([O-:36])[O-:37].[CH2:1]([c:2]1[cH:3][cH:4][cH:5][cH:6][cH:7]1)[O:8][c:9]1[cH:10][cH:11][c:12](-[c:15]2[n:16][s:17][c:18]([CH2:20][Br:21])[n:19]2)[cH:13][cH:14]1.[F:22][c:23]1[c:24]([C:25](=[O:26])[NH2:27])[c:28]([F:33])[cH:29][cH:30][c:31]1[OH:32].[K+:38].[K+:39].[O:40]=[CH:41][N:42]([CH3:43])[CH3:44]>>[CH2:1]([c:2]1[cH:3][cH:4][cH:5][cH:6][cH:7]1)[O:8][c:9]1[cH:10][cH:11][c:12](-[c:15]2[n:16][s:17][c:18]([CH2:20][O:32][c:31]3[c:23]([F:22])[c:24]([C:25](=[O:26])[NH2:27])[c:28]([F:33])[cH:29][cH:30]3)[n:19]2)[cH:13][cH:14]1.